From a dataset of the Open Reaction Database (ORD), a public repository of structured organic reaction records. describe an organic reaction: reactants, conditions, products, and yield Starting materials: CC(=CCC(=O)OCC(O)CO)CCCC(CCCC(C)C)C.O (mono-O-(4,8,12-trimethyltridec-3-enoyl)glycerol water), ( 4 ), CC(=CCCCO[C@@H](CO)[C@H](O)CO)CCCC(CCCC(CCCC(C)C)C)C (2-O-(5,9,13,17-tetramethyloctadec-4-enyl)erythritol), ( 3 ). The product is CC(=CCC(=O)OCC(O)CO)CCCC(CCCC(C)C)C (mono-O-(4,8,12-trimethyltridec-3-enoyl)glycerol). Reaction SMILES: [CH3:1][C:2]([CH2:13][CH2:14][CH2:15][CH:16]([CH3:23])[CH2:17][CH2:18][CH2:19][CH:20]([CH3:22])[CH3:21])=[CH:3][CH2:4][C:5]([O:7][CH2:8][CH:9]([CH2:11][OH:12])[OH:10])=[O:6].O.CC(CCCC(C)CCCC(C)CCCC(C)C)=CCCCO[C@H]([C@@H](CO)O)CO>>[CH3:1][C:2]([CH2:13][CH2:14][CH2:15][CH:16]([CH3:23])[CH2:17][CH2:18][CH2:19][CH:20]([CH3:22])[CH3:21])=[CH:3][CH2:4][C:5]([O:7][CH2:8][CH:9]([CH2:11][OH:12])[OH:10])=[O:6] |f:0.1|. Procedure: Mono-O-(4,8,12-trimethyltridec-3-enoyl)glycerol synthesized in Example 120 and water were homogeneously mixed in accordance with the same procedure as in Example 13 to obtain a sample of mono-O-(4,8,12-trimethyltridec-3-enoyl)glycerol/water system. SAXS analysis of the sample of mono-O-(4,8,12-trimethyltridec-3-enoyl)glycerol/water system was performed in the same manner as in Example 13. As a result, scattering peaks were observed. The peak value ratio exhibited the following ratio peculiar to ...